This data is from the Open Reaction Database (ORD), a public repository of structured organic reaction records. The task is: describe an organic reaction: reactants, conditions, products, and yield The reactants are C1CCNC1, CC1(OS(C)(=O)=O)CN(C(c2ccccc2)c2ccccc2)C1, CC(C)O. Product: CC1(N2CCCC2)CN(C(c2ccccc2)c2ccccc2)C1. Reaction SMILES: [CH2:24]1[CH2:25][CH2:26][NH:27][CH2:28]1.[CH3:1][S:2]([O:3][C:6]1([CH3:23])[CH2:7][N:8]([CH:10]([c:11]2[cH:12][cH:13][cH:14][cH:15][cH:16]2)[c:17]2[cH:18][cH:19][cH:20][cH:21][cH:22]2)[CH2:9]1)(=[O:4])=[O:5].[CH:29]([OH:30])([CH3:31])[CH3:32]>>[C:6]1([CH3:23])([N:27]2[CH2:26][CH2:25][CH2:24][CH2:28]2)[CH2:7][N:8]([CH:10]([c:11]2[cH:12][cH:13][cH:14][cH:15][cH:16]2)[c:17]2[cH:18][cH:19][cH:20][cH:21][cH:22]2)[CH2:9]1. Reactants: BrC=1C=C(C(=NC1)Cl)N (5-bromo-2-chloropyridin-3-amine), C1(=CC=CC=C1)S(=O)(=O)Cl (benzenesulfonyl chloride), Cl (HCl). The solvent is N1=CC=CC=C1 (pyridine). Reaction conditions: time 40 minute. Product: BrC=1C=C(C(=NC1)Cl)N(S(=O)(=O)C1=CC=CC=C1)S(=O)(=O)C1=CC=CC=C1 (N-(5-bromo-2-chloropyridin-3-yl)-N-(phenylsulfonyl)benzenesulfonamide). Isolated yield 51.6%. As a reaction SMILES: [Br:1][C:2]1[CH:3]=[C:4]([NH2:9])[C:5]([Cl:8])=[N:6][CH:7]=1.[C:10]1([S:16](Cl)(=[O:18])=[O:17])[CH:15]=[CH:14][CH:13]=[CH:12][CH:11]=1.Cl>N1C=CC=CC=1>[Br:1][C:2]1[CH:3]=[C:4]([N:9]([S:16]([C:10]2[CH:15]=[CH:14][CH:13]=[CH:12][CH:11]=2)(=[O:18])=[O:17])[S:16]([C:10]2[CH:15]=[CH:14][CH:13]=[CH:12][CH:11]=2)(=[O:18])=[O:17])[C:5]([Cl:8])=[N:6][CH:7]=1. Procedure details: To a solution of 5-bromo-2-chloropyridin-3-amine (1.00 g, 4.82 mmol) in pyridine (2.41 ml) was dropwise added benzenesulfonyl chloride (0.851 g, 4.82 mmol) at 0° C. The mixture was stirred for 40 min at room temperature and acidified with 1 N HCl. The residue was extracted with EtOAc and the combined organic layers were washed with brine, dried over anhydrous Na2SO4, filtered and concentrated in vacuo to give N-(5-bromo-2-chloropyridin-3-yl)-N-(phenylsulfonyl)benzenesulfonamide (0.606 g, 26% yie...